This data is from the Open Reaction Database (ORD), a public repository of structured organic reaction records. The task is: describe an organic reaction: reactants, conditions, products, and yield The reactants are BrC1=CC=C(C=C1)C1=NCC(N(C2=C1C=C(C(=C2)OC)OC)CC)=O (5-(4-bromophenyl)-1-ethyl-7,8-dimethoxy-1,3-dihydro-2H-1,4-benzodiazepin-2-one), C(C#C)OCC1=CC=CC=C1 ([(prop-2-ynyloxy)methyl]benzene), C1=CC=C(C=C1)P(C2=CC=CC=C2)C3=CC=CC=C3 (PPh3), TEA. The reagents and catalysts are [Cu]I (CuI), Cl[Pd]Cl (PdCl2). Solvent: CC#N (CH3CN). Run at temperature 50 celsius, time 12 hour. Yields the product C(C1=CC=CC=C1)OCC#CC1=CC=C(C=C1)C1=NCC(N(C2=C1C=C(C(=C2)OC)OC)CC)=O (5-{4-[3-(benzyloxy)prop-1-ynyl]phenyl}-1-ethyl-7,8-dimethoxy-1,3-dihydro-2H-1,4-benzodiazepin-2-one). The yield is 37.0%. As a reaction SMILES: Br[C:2]1[CH:7]=[CH:6][C:5]([C:8]2[C:14]3[CH:15]=[C:16]([O:21][CH3:22])[C:17]([O:19][CH3:20])=[CH:18][C:13]=3[N:12]([CH2:23][CH3:24])[C:11](=[O:25])[CH2:10][N:9]=2)=[CH:4][CH:3]=1.[CH2:26]([O:29][CH2:30][C:31]1[CH:36]=[CH:35][CH:34]=[CH:33][CH:32]=1)[C:27]#[CH:28].C1C=CC(P(C2C=CC=CC=2)C2C=CC=CC=2)=CC=1>[Cu]I.Cl[Pd]Cl.CC#N>[CH2:30]([O:29][CH2:26][C:27]#[C:28][C:2]1[CH:7]=[CH:6][C:5]([C:8]2[C:14]3[CH:15]=[C:16]([O:21][CH3:22])[C:17]([O:19][CH3:20])=[CH:18][C:13]=3[N:12]([CH2:23][CH3:24])[C:11](=[O:25])[CH2:10][N:9]=2)=[CH:4][CH:3]=1)[C:31]1[CH:36]=[CH:35][CH:34]=[CH:33][CH:32]=1. Procedure: Stir for 12 hours under an inert atmosphere at 50° C., a mixture of 100 mg (0.27 mmol) of 5-(4-bromophenyl)-1-ethyl-7,8-dimethoxy-1,3-dihydro-2H-1,4-benzodiazepin-2-one (IIbl), 194 mg (1.3 mmol) of [(prop-2-ynyloxy)methyl]benzene, 9.0 mg of CuI, 5.2 mg of PdCl2, 18.0 mg of PPh3, 0.5 ml of TEA, 2 ml of CH3CN. Evaporate to dryness and purify by silica chromatography (AcOEt 1/hexane 1). Recrystallize in EtO2/pentane. Yield: 37%. M: 64–66° C. 1H-NMR (CDCl3, 300 MHz): d 1.12 (s, 3H, CH3), 3.72–3.83 (... Starting materials: C=C1N=C(SC1=C)N (4,5-dimethlyl-thiazol-2-ylamine), C(C)(C)(C)OC(CBr)=O (bromo-acetic acid tert-butyl ester). Reaction conditions: temperature 85 celsius. The product is Br.C(C)(C)(C)OC(CN1C(SC(=C1C)C)=N)=O (tert-butyl-(2-Imino-4,5-dimethyl-thiazol-3-yl)-acetate hydrobromide). As a reaction SMILES: [CH2:1]=[C:2]1[C:6](=[CH2:7])[S:5][C:4]([NH2:8])=[N:3]1.[C:9]([O:13][C:14](=[O:17])[CH2:15][Br:16])([CH3:12])([CH3:11])[CH3:10]>>[BrH:16].[C:9]([O:13][C:14](=[O:17])[CH2:15][N:3]1[C:2]([CH3:1])=[C:6]([CH3:7])[S:5][C:4]1=[NH:8])([CH3:12])([CH3:11])[CH3:10] |f:2.3|. Reported procedure: A mixture of 4,5-dimethlyl-thiazol-2-ylamine (1.0 g, 7.8 mmol) and bromo-acetic acid tert-butyl ester (1.4 mL, 9.4 mmol) was heated at 85° C. for 14 hours and then cooled to ambient temperature. Recrystallization of the residue from ethyl acetate provided 2.9 g of a 4:1 mixture of the title compound to starting 4,5-dimethyl-thiazol-2-ylamine. The reactants are N(=O)OC(C)(C)C (tert-butyl nitrite), BrC1=CC2=C(C=3N=C(SC3CCO2)N)C=C1 (8-bromo-4,5-dihydro-6-oxa-3-thia-1-aza-benzo[e]azulen-2-ylamine), C[Si](C)(C)N=[N+]=[N-] (trimethylsilyl azide). Solvent: C(C)#N (acetonitrile). Conditions: temperature 0 celsius, time 90 minute. The product is N(=[N+]=[N-])C=1SC=2CCOC3=C(C2N1)C=CC(=C3)Br (2-Azido-8-bromo-4,5-dihydro-6-oxa-3-thia-1-aza-benzo[e]azulene). RXN SMILES: [Br:1][C:2]1[CH:16]=[CH:15][C:5]2[C:6]3[N:7]=[C:8]([NH2:14])[S:9][C:10]=3[CH2:11][CH2:12][O:13][C:4]=2[CH:3]=1.N(OC(C)(C)C)=O.C[Si]([N:28]=[N+:29]=[N-])(C)C>C(#N)C>[N:14]([C:8]1[S:9][C:10]2[CH2:11][CH2:12][O:13][C:4]3[CH:3]=[C:2]([Br:1])[CH:16]=[CH:15][C:5]=3[C:6]=2[N:7]=1)=[N+:28]=[N-:29]. Reported procedure: To a suspension of 8-bromo-4,5-dihydro-6-oxa-3-thia-1-aza-benzo[e]azulen-2-ylamine (2.38 g, 8 mmol) in acetonitrile at 0° C. was added tert-butyl nitrite (1.43 mL, 12 mmol) followed by trimethylsilyl azide (1.26 mL, 9.6 mmol) dropwise. The reaction mixture was stirred at 0° C. for 90 mins, allowed to warm up to RT and concentrated in vacuo. The resulting residue was purified by flash chromatography (SiO2, 10% ethyl acetate in cyclohexane) to yield the title compound as a red oil which solidified... Reactants: CCOC(=O)C=C(C)c1ccc(Br)cc1, CC(C)c1ccc(B(O)O)cc1. Product: CCOC(=O)C=C(C)c1ccc(-c2ccc(C(C)C)cc2)cc1. Reaction SMILES: [Br:1][c:2]1[cH:3][cH:4][c:5]([C:8](=[CH:9][C:10](=[O:11])[O:12][CH2:13][CH3:14])[CH3:15])[cH:6][cH:7]1.[CH:16]([CH3:17])([CH3:18])[c:19]1[cH:20][cH:21][c:22]([B:25]([OH:26])[OH:27])[cH:23][cH:24]1>>[c:2]1(-[c:22]2[cH:21][cH:20][c:19]([CH:16]([CH3:17])[CH3:18])[cH:24][cH:23]2)[cH:3][cH:4][c:5]([C:8](=[CH:9][C:10](=[O:11])[O:12][CH2:13][CH3:14])[CH3:15])[cH:6][cH:7]1. Starting materials: FC(F)(Br)Br, CC(C)(C)OC(=O)N1Cc2ccc(C=O)cc2C1, CN(C)C=O, [Zn], c1ccc(P(c2ccccc2)c2ccccc2)cc1. Product: CC(C)(C)OC(=O)N1Cc2ccc(C=C(F)F)cc2C1. As a reaction SMILES: [Br:20][C:21]([F:22])([F:23])[Br:24].[C:25]([CH3:26])([CH3:27])([CH3:28])[O:29][C:30](=[O:31])[N:32]1[CH2:33][c:34]2[cH:35][cH:36][c:37]([CH:41]=[O:42])[cH:38][c:39]2[CH2:40]1.[O:43]=[CH:44][N:45]([CH3:46])[CH3:47].[Zn:48].[c:1]1([P:2]([c:3]2[cH:4][cH:5][cH:6][cH:7][cH:8]2)[c:9]2[cH:10][cH:11][cH:12][cH:13][cH:14]2)[cH:15][cH:16][cH:17][cH:18][cH:19]1>>[C:21]([F:22])([F:23])=[CH:41][c:37]1[cH:36][cH:35][c:34]2[c:39]([cH:38]1)[CH2:40][N:32]([C:30]([O:29][C:25]([CH3:26])([CH3:27])[CH3:28])=[O:31])[CH2:33]2. Starting materials: CC1=CC(=CS1)C(CC#N)=O (5-methyl-β-oxo-3-thiophenepropionitrile), O=C(CC#N)C=1SC=CC1 (β-oxo-2-thiophenepropionitrile), C(C)(OCC)(OCC)OCC (triethyl orthoacetate). Yields the product C(CCC)(OCC)(OCC)OCC (triethyl orthobutyrate), title compound. RXN SMILES: O=[C:2](C1SC=CC=1)[CH2:3]C#N.[C:11]([O:19][CH2:20][CH3:21])([O:16][CH2:17][CH3:18])([O:13][CH2:14][CH3:15])[CH3:12].CC1SC=C(C(=O)CC#N)C=1>>[C:11]([O:13][CH2:14][CH3:15])([O:16][CH2:17][CH3:18])([O:19][CH2:20][CH3:21])[CH2:12][CH2:2][CH3:3]. Reported procedure: The general procedure of Example 11 is repeated but replacing the β-oxo-2-thiophenepropionitrile and triethyl orthoacetate employed in that example with equivalent amounts of 5-methyl-β-oxo-3-thiophenepropionitrile and triethyl orthobutyrate whereby there is obtained the title compound in equally good yield. As a reaction SMILES: [C:19](=[O:20])([O-:21])[O-:22].[CH3:27][N:28]([CH3:29])[CH:30]=[O:31].[Cl:11][CH2:12][CH2:13][c:14]1[n:15][cH:16][nH:17][cH:18]1.[ClH:10].[I-:26].[K+:23].[K+:24].[Na+:25].[OH:1][c:2]1[cH:3][cH:4][c:5]([C:8]#[N:9])[cH:6][cH:7]1>>[O:1]([c:2]1[cH:3][cH:4][c:5]([C:8]#[N:9])[cH:6][cH:7]1)[CH2:12][CH2:13][c:14]1[n:15][cH:16][nH:17][cH:18]1. The reactants are O=C([O-])[O-], CN(C)C=O, ClCCc1c[nH]cn1, Cl, [I-], [K+], [K+], [Na+], N#Cc1ccc(O)cc1. Product: N#Cc1ccc(OCCc2c[nH]cn2)cc1. Starting materials: CC1(C)C=Cc2cc([N+](=O)[O-])ccc2O1, CCO, NN, O, O. Product: CC1(C)C=Cc2cc(N)ccc2O1. As a reaction SMILES: [CH3:1][C:2]1([CH3:15])[O:3][c:4]2[c:5]([cH:8][c:9]([N+:12]([O-:13])=[O:14])[cH:10][cH:11]2)[CH:6]=[CH:7]1.[CH3:20][CH2:21][OH:22].[NH2:17][NH2:18].[OH2:16].[OH2:19]>>[CH3:1][C:2]1([CH3:15])[O:3][c:4]2[c:5]([cH:8][c:9]([NH2:12])[cH:10][cH:11]2)[CH:6]=[CH:7]1. Reactants: CO, CN1CCNCC1, CS(C)=O, Cl, Cc1cc2c(s1)Nc1ccccc1N=C2N, O. The product is Cc1cc2c(s1)Nc1ccccc1N=C2N1CCN(C)CC1. As a reaction SMILES: [CH3:18][OH:19].[CH3:21][N:22]1[CH2:23][CH2:24][NH:25][CH2:26][CH2:27]1.[CH3:28][S:29]([CH3:30])=[O:31].[ClH:17].[NH2:1][C:2]1=[N:8][c:7]2[c:6]([cH:12][cH:11][cH:10][cH:9]2)[NH:5][c:4]2[c:3]1[cH:15][c:14]([CH3:16])[s:13]2.[OH2:20]>>[N:1]1([C:2]2=[N:8][c:7]3[c:6]([cH:12][cH:11][cH:10][cH:9]3)[NH:5][c:4]3[c:3]2[cH:15][c:14]([CH3:16])[s:13]3)[CH2:24][CH2:23][N:22]([CH3:21])[CH2:27][CH2:26]1. As a reaction SMILES: [O:1]=[C:2]1[CH:8]([N:9]2[C:13](=[O:14])[C:12]3=[CH:15][CH:16]=[CH:17][CH:18]=[C:11]3[C:10]2=[O:19])[CH2:7][S:6][CH:5]([C:20]2[CH:24]=[CH:23][S:22][CH:21]=2)[CH2:4][NH:3]1.Br[CH2:26][C:27]([O:29][C:30]([CH3:33])([CH3:32])[CH3:31])=[O:28].[H-].[Na+].C(OCC)(=O)C>CN(C)C=O.O>[O:1]=[C:2]1[CH:8]([N:9]2[C:13](=[O:14])[C:12]3=[CH:15][CH:16]=[CH:17][CH:18]=[C:11]3[C:10]2=[O:19])[CH2:7][S:6][CH:5]([C:20]2[CH:24]=[CH:23][S:22][CH:21]=2)[CH2:4][N:3]1[CH2:26][C:27]([O:29][C:30]([CH3:33])([CH3:32])[CH3:31])=[O:28] |f:2.3|. Run at temperature 0 celsius, time 20 minute. Isolated yield 69.4%. Reactants: C(C)(=O)OCC (ethyl acetate), O=C1NCC(SCC1N1C(C=2C(C1=O)=CC=CC2)=O)C2=CSC=C2 (5-oxo-6-phthalimido-2-(3-thienyl)perhydro-1,4-thiazepine), [H-].[Na+] (sodium hydride), BrCC(=O)OC(C)(C)C (t-butyl bromoacetate). The solvent is O (water), CN(C=O)C (dimethylformamide). Procedure: To a suspension of 4.1 g of 5-oxo-6-phthalimido-2-(3-thienyl)perhydro-1,4-thiazepine [prepared as described in step (e) above] in 60 ml of dimethylformamide were added dropwise 2.2 g of t-butyl bromoacetate, followed by 593 mg of a 55% w/w suspension of sodium hydride in oil at 0° to -5° C. under a stream of nitrogen. The reaction mixture was stirred at 0° C. for 20 minutes and then poured into a mixture of ethyl acetate and water. The ethyl acetate layer was separated, washed with water and dri... Product: O=C1N(CC(SCC1N1C(C=2C(C1=O)=CC=CC2)=O)C2=CSC=C2)CC(=O)OC(C)(C)C (t-Butyl α-[5-oxo-6-phthalimido-2-(3-thienyl)perhydro-1,4-thiazepin-4-yl]acetate).